Dataset: the Open Reaction Database (ORD), a public repository of structured organic reaction records. Task: describe an organic reaction: reactants, conditions, products, and yield The reactants are CC1(C(N(N1C1=CC=C(C=C1)[N+](=O)[O-])C1C2CC3CC(CC1C3)C2)=O)C (4,4-dimethyl-1-(4-nitrophenyl)-2-(adamantan-2-yl)-1,2-diazetidin-3-one). The reagents and catalysts are [C].[Pd] (palladium carbon). Solvent: C(C)O (ethanol). Conditions: time 20 minute. Product: NC1=CC=C(C=C1)N1N(C(C1(C)C)=O)C1C2CC3CC(CC1C3)C2 (1-(4-aminophenyl)-4,4-dimethyl-2-(adamantan-2-yl)-1,2-diazetidin-3-one). Reaction SMILES: [CH3:1][C:2]1([CH3:26])[N:5]([C:6]2[CH:11]=[CH:10][C:9]([N+:12]([O-])=O)=[CH:8][CH:7]=2)[N:4]([CH:15]2[CH:22]3[CH2:23][CH:18]4[CH2:19][CH:20]([CH2:24][CH:16]2[CH2:17]4)[CH2:21]3)[C:3]1=[O:25]>C(O)C.[C].[Pd]>[NH2:12][C:9]1[CH:10]=[CH:11][C:6]([N:5]2[C:2]([CH3:26])([CH3:1])[C:3](=[O:25])[N:4]2[CH:15]2[CH:16]3[CH2:24][CH:20]4[CH2:19][CH:18]([CH2:23][CH:22]2[CH2:21]4)[CH2:17]3)=[CH:7][CH:8]=1 |f:2.3|. Reported procedure: A solution of 4,4-dimethyl-1-(4-nitrophenyl)-2-(adamantan-2-yl)-1,2-diazetidin-3-one (15.3 mg, 0.0430 mmol) prepared in Example 182 in ethanol (2 mL) was added with 10% palladium carbon (catalyst amount), and under a hydrogen atmosphere the resultant was stirred at room temperature for 20 minutes. The reaction solution was filtered using celite, concentrated in vacuo, the obtained residue was purified using Preparative Thin-Layer chromatography (hexane:ethyl acetate=1:1), and the title compound ...